This data is from the Open Reaction Database (ORD), a public repository of structured organic reaction records. The task is: describe an organic reaction: reactants, conditions, products, and yield The reactants are ClCCN(CCN)CCCl (N,N-Bis(2-chloroethyl)ethylenediamine), diol. Solvent: O=S(Cl)Cl (SOCl2). The product is Cl.Cl.ClCCN(CCN)CCCl (N,N-bis-(2-chloroethyl)ethylenediamine dihydrochloride). Reaction SMILES: [Cl:1][CH2:2][CH2:3][N:4]([CH2:8][CH2:9][Cl:10])[CH2:5][CH2:6][NH2:7]>O=S(Cl)Cl>[ClH:1].[ClH:1].[Cl:1][CH2:2][CH2:3][N:4]([CH2:8][CH2:9][Cl:10])[CH2:5][CH2:6][NH2:7] |f:2.3.4|. Procedure: N,N-Bis(2-chloroethyl)ethylenediamine (DCE) A solution of the above diol (2.96 g, 0.02 mol) in SOCl2 (150 mL) was stirred at room temperature for 48 h. Excess SOCl2 was then removed under reduced pressure, and the residue was dissolved in water and washed several times with EtOAc. The aqueous layer was evaporated to dryness under reduced pressure, and the resulting crude residue was crystallised from MeOH to give N,N-bis-(2-chloroethyl)ethylenediamine dihydrochloride (DCE.2HCl) as hygroscopic wh... Reactants: [H-].[H-].[H-].[H-].[Li+].[Al+3] (LAH), N1(CCCCC1)C=1C=C(C(=O)OC)C=CN1 (methyl 2-piperidin-1-ylisonicotinate). Run in C1CCOC1 (THF), C1CCOC1 (THF). Run at time 4 hour. Product: N1(CCCCC1)C1=NC=CC(=C1)CO ((2-piperidin-1-yl pyridin-4-yl)methanol). The yield is 65.7%. Reaction SMILES: [H-].[H-].[H-].[H-].[Li+].[Al+3].[N:7]1([C:13]2[CH:14]=[C:15]([CH:20]=[CH:21][N:22]=2)[C:16](OC)=[O:17])[CH2:12][CH2:11][CH2:10][CH2:9][CH2:8]1>C1COCC1>[N:7]1([C:13]2[CH:14]=[C:15]([CH2:16][OH:17])[CH:20]=[CH:21][N:22]=2)[CH2:8][CH2:9][CH2:10][CH2:11][CH2:12]1 |f:0.1.2.3.4.5|. Procedure details: To a suspension of LAH (5.5 g, 0.145 mol) in dry THF (500 mL) at 0° C. was added methyl 2-piperidin-1-ylisonicotinate (18 g, 0.095 mol) in dry THF (100 mL) under N2 atmosphere. The reaction mixture was stirred at RT for 4 h and quenched with 10% aqueous NaOH solution at −20° C. The solid was filtered off, washed with THF and concentrated. The residue was dissolved in CH2Cl2 (250 mL), washed with water, brine and dried. The solvent was removed under vacuum and the crude was purified by column chr... Yield: 66.8%. Procedure: A solution of 8.6 g of 4-chloro-2-fluorophenylisocyanate in 20 ml of anhydrous ether was added dropwise to a mixture of 9.8 g of crude 3-carbethoxy-5,6-dihydro-1,4-thiazine and 10 drops of triethylamine in 20 ml of ether. After the addition, 30 ml of hexane was added dropwise in 20 min. The solution was stirred at room temperature for 3 hrs. The solution was concentrated in vacuo to remove solvent. The resulting oil was crystallized from ether to give 10 g of 2-(4-chloro-2-fluorophenyl)-5,6-dihy... Conditions: time 3 hour. Product: ClC1=CC(=C(C=C1)N1C(N2C(=CSCC2)C1=O)=O)F (2-(4-chloro-2-fluorophenyl)-5,6-dihydro-1H-imidazo[5,1-c][1,4]thiazine-1,3(2H)-dione). RXN SMILES: [Cl:1][C:2]1[CH:7]=[CH:6][C:5]([N:8]=[C:9]=[O:10])=[C:4]([F:11])[CH:3]=1.[C:12]([C:17]1[CH2:18][S:19][CH2:20][CH2:21][N:22]=1)(OCC)=[O:13].CCCCCC>CCOCC.C(N(CC)CC)C>[Cl:1][C:2]1[CH:7]=[CH:6][C:5]([N:8]2[C:12](=[O:13])[C:17]3=[CH:18][S:19][CH2:20][CH2:21][N:22]3[C:9]2=[O:10])=[C:4]([F:11])[CH:3]=1. Starting materials: ClC1=CC(=C(C=C1)N=C=O)F (4-chloro-2-fluorophenylisocyanate), C(=O)(OCC)C=1CSCCN1 (3-carbethoxy-5,6-dihydro-1,4-thiazine), CCCCCC (hexane). The solvent is CCOCC (ether), CCOCC (ether). Reagents/catalysts: C(C)N(CC)CC (triethylamine).